From a dataset of the Open Reaction Database (ORD), a public repository of structured organic reaction records. describe an organic reaction: reactants, conditions, products, and yield Procedure: Coumarin-3-carboxylic acid (2.1 g, 10 m mole) was suspended in dry dichloromethane (10 ml) and heated at reflux for 2 h with thionyl chloride (5 ml). After this time a small amount of insoluble material was filtered off and petroleum ether 60°-80° C. (35 ml) was added to the filtrate. The acid chloride was filtered, washed with ether and dried (1.63 g, 71%), mp 138°-41° C.; νmax (CHCl3) 1790, 1740, 1610, 1570 cm-1 ; δ (CDCl3) 7.30-8.10 (4H, m, phenyls), 8.95 (1H, s, coumarin 4-H). The solvent is ClCCl (dichloromethane). Starting materials: O1C(=O)C(=CC2=CC=CC=C12)C(=O)O (Coumarin-3-carboxylic acid), S(=O)(Cl)Cl (thionyl chloride). Reaction SMILES: [O:1]1[C:11]2[C:6](=[CH:7][CH:8]=[CH:9][CH:10]=2)[CH:5]=[C:4]([C:12]([OH:14])=O)[C:2]1=[O:3].S(Cl)([Cl:17])=O>ClCCl>[O:1]1[C:11]2[C:6](=[CH:7][CH:8]=[CH:9][CH:10]=2)[CH:5]=[C:4]([C:12]([Cl:17])=[O:14])[C:2]1=[O:3]. The product is O1C(=O)C(=CC2=CC=CC=C12)C(=O)Cl (Coumarin-3-carbonyl chloride). Procedure details: m-acetylaminoaniline, m-propionylaminoaniline, m-butyrylaminoaniline or m-benzoylaminoaniline; Reactants: C(C)(=O)NC=1C=C(N)C=CC1 (m-acetylaminoaniline), C(C1=CC=CC=C1)(=O)NC=1C=C(N)C=CC1 (m-benzoylaminoaniline), C(CC)(=O)NC=1C=C(N)C=CC1 (m-propionylaminoaniline), C(CCC)(=O)NC=1C=C(N)C=CC1 (m-butyrylaminoaniline). RXN SMILES: C(N[C:5]1[CH:6]=[C:7]([CH:9]=[CH:10][CH:11]=1)[NH2:8])(=O)C.[C:12](NC1C=C(C=CC=1)N)(=[O:15])CC.C(NC1C=C(C=CC=1)N)(=O)CCC.C(NC1C=C(C=CC=1)N)(=O)C1C=CC=CC=1>>[NH2:8][C:7]1[CH:6]=[C:5]([O:15][CH3:12])[CH:11]=[CH:10][CH:9]=1. The product is NC=1C=C(C=CC1)OC (m-aminoanisole). The reactants are resultant mixture, C([O-])([O-])=O.[Cs+].[Cs+] (cesium carbonate), C(C)(=O)O (acetic acid), C(C1=CC=CC=C1)C1=NC(=CC=C1I)N1C[C@@H]([C@H](C1)OC)OS(=O)(=O)C1=CC(=CC=C1)[N+](=O)[O-] (2-benzyl-3-iodo-6-[(3S,4S)-3-(3-nitrobenzenesulfonyl)oxy-4-methoxypyrrolidin-1-yl]pyridine). Solvent: CS(=O)C (dimethyl sulfoxide), CS(=O)C (dimethyl sulfoxide). RXN SMILES: C(=O)([O-])[O-].[Cs+].[Cs+].[C:7]([OH:10])(=[O:9])[CH3:8].[CH2:11]([C:18]1[C:23]([I:24])=[CH:22][CH:21]=[C:20]([N:25]2[CH2:29][C@H:28]([O:30][CH3:31])[C@@H:27](OS(C3C=CC=C([N+]([O-])=O)C=3)(=O)=O)[CH2:26]2)[N:19]=1)[C:12]1[CH:17]=[CH:16][CH:15]=[CH:14][CH:13]=1>CS(C)=O>[CH2:11]([C:18]1[C:23]([I:24])=[CH:22][CH:21]=[C:20]([N:25]2[CH2:29][C@H:28]([O:30][CH3:31])[C@H:27]([O:9][C:7](=[O:10])[CH3:8])[CH2:26]2)[N:19]=1)[C:12]1[CH:13]=[CH:14][CH:15]=[CH:16][CH:17]=1 |f:0.1.2|. Procedure details: To a mixture of 7.9 g of cesium carbonate and 15 ml of dimethyl sulfoxide was added 4.2 ml of acetic acid. After foaming ceased, a mixture of 14.4 g of 2-benzyl-3-iodo-6-[(3S,4S)-3-(3-nitrobenzenesulfonyl)oxy-4-methoxypyrrolidin-1-yl]pyridine and 35 ml of dimethyl sulfoxide was added and the resultant mixture was heated under stirring under nitrogen atmosphere in an oil bath at 70° C. for 6 hours. After the reaction mixture was cooled, it was extracted with ethyl acetate-water. The organic layer... Product: C(C1=CC=CC=C1)C1=NC(=CC=C1I)N1C[C@H]([C@H](C1)OC)OC(C)=O (2-Benzyl-3-iodo-6-[(3R,4S)-3-acetoxy-4-methoxypyrrolidin-1yl]pyridine). Conditions: temperature 70 celsius, time 6 hour. The reactants are CC(C)c1nc2c([nH]1)c(=O)[nH]c(=O)n2Cc1ccncc1, [Na+], [OH-], S=P12SP3(=S)SP(=S)(S1)SP(=S)(S2)S3, c1ccncc1. Product: CC(C)c1nc2c([nH]1)c(=S)[nH]c(=O)n2Cc1ccncc1. As a reaction SMILES: [CH:1]([CH3:2])([CH3:3])[c:4]1[n:5][c:6]2[n:7]([CH2:15][c:16]3[cH:17][cH:18][n:19][cH:20][cH:21]3)[c:8](=[O:14])[nH:9][c:10](=[O:13])[c:11]2[nH:12]1.[Na+:37].[OH-:36].[P:22]12(=[S:23])[S:24][P:25]3(=[S:35])[S:26][P:27](=[S:33])([S:28][P:29](=[S:32])([S:30]3)[S:31]1)[S:34]2.[cH:38]1[cH:39][cH:40][n:41][cH:42][cH:43]1>>[CH:1]([CH3:2])([CH3:3])[c:4]1[n:5][c:6]2[n:7]([CH2:15][c:16]3[cH:17][cH:18][n:19][cH:20][cH:21]3)[c:8](=[O:14])[nH:9][c:10](=[S:23])[c:11]2[nH:12]1. Starting materials: ClC1=CC(=NC=C1F)C (4-chloro-5-fluoro-2-picoline), ClC1=CC(=NC=C1F)CCC (4-Chloro-5-fluoro-2-propyl-pyridine), ClC1=CC(=NC=C1F)C (4-Chloro-5-fluoro-2-picoline), ClC1=CC(=NC=C1F)CCC (4-chloro-5-fluoro-2-propyl-pyridine). Yields the product ClC=1C(=NC=C(C1Cl)F)CCC (3,4-Dichloro-5-fluoro-2-propyl-pyridine). RXN SMILES: [Cl:1]C1C(F)=CN=C(C)C=1.[Cl:10][C:11]1[C:16]([F:17])=[CH:15][N:14]=[C:13]([CH2:18][CH2:19][CH3:20])[CH:12]=1>>[Cl:1][C:12]1[C:13]([CH2:18][CH2:19][CH3:20])=[N:14][CH:15]=[C:16]([F:17])[C:11]=1[Cl:10]. Procedure details: By following the procedures described in Example 67 and replacing 4-chloro-5-fluoro-2-picoline (the product of Example 66) with 4-chloro-5-fluoro-2-propyl-pyridine (the product of Example 70), the title compound can be prepared.